Dataset: the Open Reaction Database (ORD), a public repository of structured organic reaction records. Task: describe an organic reaction: reactants, conditions, products, and yield Reactants: N1N=NC=C1 (1H-1,2,3-triazole), C(=O)([O-])[O-].[K+].[K+] (K2CO3), BrC=1C=CC(=NC1)C(C(CN1N=NN=C1)(O)C1=C(C=C(C=C1)F)F)(F)F (1-(5-Bromopyridin-2-yl)-2-(2,4-difluorophenyl)-1,1-difluoro-3-(1H-tetrazol-1-yl)propan-2-ol). The reagents and catalysts are [Cu] (copper). Reaction conditions: temperature 140 celsius, time 4 hour. Yields the product N=1N(N=CC1)C=1C=CC(=NC1)C(C(CN1N=NN=C1)(O)C1=C(C=C(C=C1)F)F)(F)F (1-(5-(2H-1,2,3-Triazol-2-yl)pyridin-2-yl)-2-(2,4-difluorophenyl)-1,1-difluoro-3-(1H-tetrazol-1-yl)propan-2-ol). Isolated yield 42.8%. As a reaction SMILES: [NH:1]1[CH:5]=[CH:4][N:3]=[N:2]1.C([O-])([O-])=O.[K+].[K+].Br[C:13]1[CH:14]=[CH:15][C:16]([C:19]([F:37])([F:36])[C:20]([C:28]2[CH:33]=[CH:32][C:31]([F:34])=[CH:30][C:29]=2[F:35])([OH:27])[CH2:21][N:22]2[CH:26]=[N:25][N:24]=[N:23]2)=[N:17][CH:18]=1>[Cu]>[N:1]1[N:2]([C:13]2[CH:14]=[CH:15][C:16]([C:19]([F:36])([F:37])[C:20]([C:28]3[CH:33]=[CH:32][C:31]([F:34])=[CH:30][C:29]=3[F:35])([OH:27])[CH2:21][N:22]3[CH:26]=[N:25][N:24]=[N:23]3)=[N:17][CH:18]=2)[N:3]=[CH:4][CH:5]=1 |f:1.2.3|. Procedure: To a stirred solution of 1H-1,2,3-triazole (410 mg, 5.93 mmol) were added copper (Cu) powder (93 mg, 1.45 mmol), K2CO3 (160 mg, 1.15 mmol) and 1 (300 mg, 0.694 mmol) under N2 atmosphere. The reaction mixture was gradually heated to 140° C. and stirred for 4 h. The reaction mixture was cooled to 100° C., quenched with ethylenediaminetetraacetic acid (EDTA) sodiuim (Na) salt solution, and made basic with sodium carbonate (Na2CO3) solution. The aqueous layer was extracted with CH2Cl2 (3×50 mL); the... As a reaction SMILES: Cl.[NH2:2][OH:3].C[O-].[Na+].C1COCC1.[Cl:12][C:13]1[CH:14]=[C:15]2[C:19](=[CH:20][CH:21]=1)[NH:18][C:17]([C:22]([NH:24][CH:25]1[CH2:34][C:33]3[C:28](=[CH:29][CH:30]=[CH:31][CH:32]=3)[N:27]([CH2:35][C:36]#[N:37])[C:26]1=[O:38])=[O:23])=[CH:16]2>CO>[NH2:37]/[C:36](=[N:2]\[OH:3])/[CH2:35][N:27]1[C:28]2[C:33](=[CH:32][CH:31]=[CH:30][CH:29]=2)[CH2:34][CH:25]([NH:24][C:22]([C:17]2[NH:18][C:19]3[C:15]([CH:16]=2)=[CH:14][C:13]([Cl:12])=[CH:21][CH:20]=3)=[O:23])[C:26]1=[O:38] |f:0.1,2.3|. Product: N\C(\CN1C(C(CC2=CC=CC=C12)NC(=O)C=1NC2=CC=C(C=C2C1)Cl)=O)=N/O (N-{1-[(2Z)-2-Amino-2-(hydroxyimino)ethyl]-2-oxo-1,2,3,4-tetrahydroquinolin-3-yl}-5-chloro-1H-indole-2-carboxamide). Conditions: time 10 minute. Reactants: Cl.NO (hydroxylamine hydrochloride), C[O-].[Na+] (sodium methoxide), ClC=1C=C2C=C(NC2=CC1)C(=O)NC1C(N(C2=CC=CC=C2C1)CC#N)=O (5-chloro-N-[1-(cyanomethyl)-2-oxo-1,2,3,4-tetrahydroquinolin-3-yl]-1H-indole-2-carboxamide), C1CCOC1 (THF). Isolated yield 43.8%. Reported procedure: A solution hydroxylamine hydrochloride (147 mg, 2.11 mmol) in MeOH (4 mL) was added to a solution of sodium methoxide in methanol (0.5 M, 4.2 mL, 2.1 mmol) that had been further diluted with methanol (4 mL). After stirring for 10 minutes, THF (4 mL) was added followed by portionwise addition of 5-chloro-N-[1-(cyanomethyl)-2-oxo-1,2,3,4-tetrahydroquinolin-3-yl]-1H-indole-2-carboxamide (Method 11, 400 mg, 1.06 mmol). The reaction mixture was stirred at ambient temperature for 18 h, partitioned bet... Solvent: CO (MeOH), CO (methanol), CO (methanol). Starting materials: COCCOC, CCO, O=C(Nc1ccc(B(O)O)cc1)NC1CC1, CC1COCCN1c1cc(CS(=O)(=O)C2CC2)nc(Cl)n1, [Na+], [Na+], O=C([O-])[O-], CN(C)C=O, O, Cl[Pd]Cl, c1ccc(P(c2ccccc2)c2ccccc2)cc1, c1ccc(P(c2ccccc2)c2ccccc2)cc1. Product: CC1COCCN1c1cc(CS(=O)(=O)C2CC2)nc(-c2ccc(NC(=O)NC3CC3)cc2)n1. As a reaction SMILES: [CH3:49][O:50][CH2:51][CH2:52][O:53][CH3:54].[CH3:55][CH2:56][OH:57].[CH:1]1([NH:4][C:5]([NH:6][c:7]2[cH:8][cH:9][c:10]([B:13]([OH:14])[OH:15])[cH:11][cH:12]2)=[O:16])[CH2:2][CH2:3]1.[Cl:23][c:24]1[n:25][c:26]([N:37]2[CH:38]([CH3:43])[CH2:39][O:40][CH2:41][CH2:42]2)[cH:27][c:28]([CH2:30][S:31](=[O:32])(=[O:33])[CH:34]2[CH2:35][CH2:36]2)[n:29]1.[Na+:17].[Na+:18].[O-:19][C:20](=[O:21])[O-:22].[O:44]=[CH:45][N:46]([CH3:47])[CH3:48].[OH2:58].[Pd:59]([Cl:60])[Cl:61].[c:62]1([P:63]([c:64]2[cH:65][cH:66][cH:67][cH:68][cH:69]2)[c:70]2[cH:71][cH:72][cH:73][cH:74][cH:75]2)[cH:76][cH:77][cH:78][cH:79][cH:80]1.[c:81]1([P:82]([c:83]2[cH:84][cH:85][cH:86][cH:87][cH:88]2)[c:89]2[cH:90][cH:91][cH:92][cH:93][cH:94]2)[cH:95][cH:96][cH:97][cH:98][cH:99]1>>[CH:1]1([NH:4][C:5]([NH:6][c:7]2[cH:8][cH:9][c:10](-[c:24]3[n:25][c:26]([N:37]4[CH:38]([CH3:43])[CH2:39][O:40][CH2:41][CH2:42]4)[cH:27][c:28]([CH2:30][S:31](=[O:32])(=[O:33])[CH:34]4[CH2:35][CH2:36]4)[n:29]3)[cH:11][cH:12]2)=[O:16])[CH2:2][CH2:3]1. Starting materials: C(C)OC(CC(C1=CC=C(C=C1)Cl)=O)=O (ethyl(4-chloro)benzoylacetate), CNC(S)=N (methylthiopseudourea), OS(=O)(=O)O (H2SO4). Yields the product NC=1OC(=CC(N1)=O)C1=CC=C(C=C1)Cl (2-amino-6-(4-chlorophenyl)-1,3-oxazin-4-one). As a reaction SMILES: C([O:3][C:4](=O)[CH2:5][C:6](=[O:14])[C:7]1[CH:12]=[CH:11][C:10]([Cl:13])=[CH:9][CH:8]=1)C.C[NH:17][C:18](=[NH:20])S.OS(O)(=O)=O>>[NH2:20][C:18]1[O:14][C:6]([C:7]2[CH:8]=[CH:9][C:10]([Cl:13])=[CH:11][CH:12]=2)=[CH:5][C:4](=[O:3])[N:17]=1. Reported procedure: The title compound was prepared from ethyl(4-chloro)benzoylacetate (5.0 g, 22 mmol) (obtained in preparation 2) and methylthiopseudourea.H2SO4 (3.31 g, 12 mmol) by following the procedure described in preparation 4, (0.573 g, 11.6%). MS m/z: 223 (M+).